This data is from the Open Reaction Database (ORD), a public repository of structured organic reaction records. The task is: describe an organic reaction: reactants, conditions, products, and yield Reactants: ClC1=C(C=CC(=C1)Cl)C=1N=C(NC1)C (4-(2,4-dichlorophenyl)-2-methyl-1H-imidazole), ClC(F)F (chlorodifluoromethane). Solvent: O1CCCC1 (tetrahydrofuran), [OH-].[Na+] (sodium hydroxide). Conditions: time 8 hour. Yields the product ClC1=C(C=CC(=C1)Cl)C=1N=C(N(C1)C(F)F)C (4-(2,4-dichlorophenyl)-1-difluoromethyl-2-methylimidazole). As a reaction SMILES: [Cl:1][C:2]1[CH:7]=[C:6]([Cl:8])[CH:5]=[CH:4][C:3]=1[C:9]1[N:10]=[C:11]([CH3:14])[NH:12][CH:13]=1.Cl[CH:16]([F:18])[F:17]>O1CCCC1.[OH-].[Na+]>[Cl:1][C:2]1[CH:7]=[C:6]([Cl:8])[CH:5]=[CH:4][C:3]=1[C:9]1[N:10]=[C:11]([CH3:14])[N:12]([CH:16]([F:18])[F:17])[CH:13]=1 |f:3.4|. Procedure details: To 1.7 g (7.5 mmol) of 4-(2,4-dichlorophenyl)-2-methyl-1H-imidazole stirring in a mixture of 75 ml of tetrahydrofuran and 8 ml of 50% aqueous sodium hydroxide at room temperature, 8 ml of condensed chlorodifluoromethane was added dropwise from a gas addition funnel. The reaction mixture was stirred at ambient temperature overnight. After partitioning between an excess of ethyl acetate and water, the organic layer was separated, washed with water (3×) and brine, dried over magnesium sulfate, and ... Starting materials: [BH3-]C#N.[Na+] (NaCNBH3), FC1=C(C(=CC=C1)F)C=1C=2C3=C(NC2C=CC1)CCNCC3 (10-(2,6-difluorophenyl)-1,2,3,4,5,6-hexahydroazepino[4,5-b]indole). The solvent is C(F)(F)(F)C(=O)O (CF3CO2H). Run at time 4 hour. Product: FC1=C(C(=CC=C1)F)C=1C=2C3C(NC2C=CC1)CCNCC3 (10-(2,6-difluorophenyl)-1,2,3,4,5,5a,6,10b-octahydroazepino[4,5-b]indole). The yield is 68.4%. As a reaction SMILES: [BH3-]C#N.[Na+].[F:5][C:6]1[CH:11]=[CH:10][CH:9]=[C:8]([F:12])[C:7]=1[C:13]1[C:14]2[C:15]3[CH2:26][CH2:25][NH:24][CH2:23][CH2:22][C:16]=3[NH:17][C:18]=2[CH:19]=[CH:20][CH:21]=1>C(C(O)=O)(F)(F)F>[F:5][C:6]1[CH:11]=[CH:10][CH:9]=[C:8]([F:12])[C:7]=1[C:13]1[C:14]2[CH:15]3[CH2:26][CH2:25][NH:24][CH2:23][CH2:22][CH:16]3[NH:17][C:18]=2[CH:19]=[CH:20][CH:21]=1 |f:0.1|. Procedure details: NaCNBH3 (0.223 g, 3.54 mmol) was added to a solution of 10-(2,6-difluorophenyl)-1,2,3,4,5,6-hexahydroazepino[4,5-b]indole (0.336 g, 1.13 mmol) in CF3CO2H (6 mL), which was cooled in an ice-water bath. After stirring for 4 h, the reaction mixture was quenched by adding 6N HCl (6 mL). The resulting mixture was refluxed for 0.45 h. The mixture was cooled and made basic by the addition of 6 N NaOH (25 mL). The basic mixture was combined with CHCl3 (30 mL) and H2O (5 mL) and the layers were separated... Starting materials: ClC1N=C(C=CN1Cl)Cl (2,3,6-trichloropyrimidine), CC1=C(N)C=CC=C1C (2,3-Dimethylaniline), C([O-])([O-])=O.[Na+].[Na+] (sodium carbonate), SCC(=O)OCC (ethyl mercaptoacetate). Run in C(C)O (ethanol). Run at time 8 hour. Yields the product C(C)OC(CSC1=NC(=NC(=C1)Cl)NC1=C(C(=CC=C1)C)C)=O ([6-Chloro-2-(2,3-xylidino)-4-pyrimidinylthio]acetic acid ethyl ester). RXN SMILES: Cl[CH:2]1[N:7](Cl)[CH:6]=[CH:5][C:4]([Cl:9])=[N:3]1.C(=O)([O-])[O-].[Na+].[Na+].[SH:16][CH2:17][C:18]([O:20][CH2:21][CH3:22])=[O:19].[CH3:23][C:24]1[C:30]([CH3:31])=[CH:29][CH:28]=[CH:27][C:25]=1[NH2:26]>C(O)C>[CH2:21]([O:20][C:18](=[O:19])[CH2:17][S:16][C:6]1[CH:5]=[C:4]([Cl:9])[N:3]=[C:2]([NH:26][C:25]2[CH:27]=[CH:28][CH:29]=[C:30]([CH3:31])[C:24]=2[CH3:23])[N:7]=1)[CH3:22] |f:1.2.3|. Procedure details: A mixture of 18.3 g. of 2,3,6-trichloropyrimidine, 10.6 g. of sodium carbonate and 12.0 g. of ethyl mercaptoacetate in 250 ml. of ethanol was heated with stirring under reflux for 3 hours. 2,3-Dimethylaniline (12.2 g.) was added and refluxing with stirring was continued overnight. The reaction mixture was filtered and the filtrate taken to dryness on a rotary evaporator. The residual oil was dissolved in 100 ml. of ethyl acetate and the resulting solution was diluted to 250 ml. with petroleum et... The reactants are Cl (HCl), OC=1C=C(C=CC1)N1C(=NC2=CC=CC(=C2C1=O)C)C(C)NC1=C2N=CNC2=NC=N1 (3-(3-hydroxy-phenyl)-5-methyl-2-[1-(9H-purin-6-ylamino)-ethyl]-3H-quinazolin-4-one), OC=1C=C(C=CC1)N1C(=NC2=CC=CC(=C2C1=O)C)C(C)NC1=C2N=CN(C2=NC=N1)COCC[Si](C)(C)C (3-(3-hydroxy-phenyl)-5-methyl-2-{1-[9-(2-trimethylsilanyl-ethoxymethyl)-9H-purin-6-ylamino]-ethyl}-3H-quinazolin-4-one), toluene 4-sulfonic acid 2-methoxy ethyl ester, compound 127. Run in CO (MeOH). The product is COCCOC=1C=C(C=CC1)N1C(=NC2=CC=CC(=C2C1=O)C)C(C)NC1=C2N=CNC2=NC=N1 (3-[3-(2-methoxy-ethoxy)-phenyl]-5-methyl-2-[1-(9H-purin-6-ylamino)-ethyl]-3H-quinazolin-4-one). As a reaction SMILES: OC1C=C(N2C(=O)C3C(=CC=CC=3C)N=C2C(NC2N=CN=C3C=2N=CN3[CH2:32][O:33][CH2:34][CH2:35][Si](C)(C)C)C)C=CC=1.Cl.[OH:41][C:42]1[CH:43]=[C:44]([N:48]2[C:57](=[O:58])[C:56]3[C:51](=[CH:52][CH:53]=[CH:54][C:55]=3[CH3:59])[N:50]=[C:49]2[CH:60]([NH:62][C:63]2[N:71]=[CH:70][N:69]=[C:68]3[C:64]=2[N:65]=[CH:66][NH:67]3)[CH3:61])[CH:45]=[CH:46][CH:47]=1>CO>[CH3:32][O:33][CH2:34][CH2:35][O:41][C:42]1[CH:43]=[C:44]([N:48]2[C:57](=[O:58])[C:56]3[C:51](=[CH:52][CH:53]=[CH:54][C:55]=3[CH3:59])[N:50]=[C:49]2[CH:60]([NH:62][C:63]2[N:71]=[CH:70][N:69]=[C:68]3[C:64]=2[N:65]=[CH:66][NH:67]3)[CH3:61])[CH:45]=[CH:46][CH:47]=1. Procedure details: Compound 126 (300 mgs, 0.54 mmol) was treated with toluene 4-sulfonic acid 2-methoxy ethyl ester at 50 C for 42 hrs using the procedure described above for compound 127. The generated intermediate was then treated with 4N HCl in MeOH, using the procedure described for compound 121 (step D). m/z=487 (M+H). The reactants are FC1=C(C(=CC=C1)F)N1C(NCC2=C1N=C(N=C2C=2C=C(C(=O)N(CC)CC)C=CC2C)S(=O)(=O)C)=O (3-[8-(2,6-difluorophenyl)-2-(methylsulfonyl)-7-oxo-5,6,7,8-tetrahydropyrimido[4,5-d]pyrimidin-4-yl]-N,N-diethyl-4-methylbenzamide), CN(C)CCN (dimethylaminoethylamine). Run in C1CCOC1 (THF). Run at time 8 hour. Yields the product [NH4+].[OH-] (NH4OH), FC1=C(C(=CC=C1)F)N1C(NCC2=C1N=C(N=C2C=2C=C(C(=O)N(CC)CC)C=CC2C)NCCN(C)C)=O (3-(8-(2,6-difluorophenyl)-2-{[2-(dimethylamino)ethyl]amino}-7-oxo-5,6,7,8-tetrahydropyrimido[4,5-d]pyrimidin-4-yl)-N,N-diethyl-4-methylbenzamide). As a reaction SMILES: [F:1][C:2]1[CH:7]=[CH:6][CH:5]=[C:4]([F:8])[C:3]=1[N:9]1[C:14]2[N:15]=[C:16](S(C)(=O)=O)[N:17]=[C:18]([C:19]3[CH:20]=[C:21]([CH:29]=[CH:30][C:31]=3[CH3:32])[C:22]([N:24]([CH2:27][CH3:28])[CH2:25][CH3:26])=[O:23])[C:13]=2[CH2:12][NH:11][C:10]1=[O:37].[CH3:38][N:39]([CH2:41][CH2:42][NH2:43])[CH3:40]>C1COCC1>[NH4+:9].[OH-:23].[F:1][C:2]1[CH:7]=[CH:6][CH:5]=[C:4]([F:8])[C:3]=1[N:9]1[C:14]2[N:15]=[C:16]([NH:43][CH2:42][CH2:41][N:39]([CH3:40])[CH3:38])[N:17]=[C:18]([C:19]3[CH:20]=[C:21]([CH:29]=[CH:30][C:31]=3[CH3:32])[C:22]([N:24]([CH2:27][CH3:28])[CH2:25][CH3:26])=[O:23])[C:13]=2[CH2:12][NH:11][C:10]1=[O:37] |f:3.4|. Procedure details: 3-[8-(2,6-difluorophenyl)-2-(methylsulfonyl)-7-oxo-5,6,7,8-tetrahydropyrimido[4,5-d]pyrimidin-4-yl]-N,N-diethyl-4-methylbenzamide (0.053 g, 0.1 mmol) was dissolved in THF (5 mL) and dimethylaminoethylamine (0.044 g, 0.5 mmol) was added. The reaction was stirred under argon overnight. The solvents were pumped off in vacuo, and the residue was flash chromatographed on silica gel (15 g) eluted with CH2Cl2 to 6:0.5:0.05, CH2Cl2:ethanol:NH4OH to give the title compound as a white amorphous solid. mp ... Starting materials: C1(=C(C=CC=C1)C(=O)N1CC2CNC2C1)C1=CC=CC=C1 (Biphenyl-2-yl-(3,6-diaza-bicyclo[3.2.0]hept-3-yl)-methanone), C=1(C(=CC=CC1)C(=O)O)C1=CC=CC=C1 (biphenyl-2-carboxylic acid). Yields the product C12CN(CC2NC1)C(=O)C1=C(C=CC2=CC=CC=C12)OCC ((3,6-Diaza-bicyclo[3.2.0]hept-3-yl)-(2-ethoxy-naphthalen-1-yl)-methanone). RXN SMILES: [C:1]1([C:16]2[CH:21]=[CH:20][CH:19]=CC=2)[CH:6]=[CH:5][CH:4]=[CH:3][C:2]=1[C:7]([N:9]1[CH2:15][CH:14]2[CH:11]([CH2:12][NH:13]2)[CH2:10]1)=[O:8].C1(C2C=CC=CC=2)[C:23]([C:28](O)=[O:29])=CC=CC=1>>[CH:11]12[CH2:12][NH:13][CH:14]1[CH2:15][N:9]([C:7]([C:2]1[C:1]3[C:6](=[CH:19][CH:20]=[CH:21][CH:16]=3)[CH:5]=[CH:4][C:3]=1[O:29][CH2:28][CH3:23])=[O:8])[CH2:10]2. Procedure details: The title compound was prepared in a manner analogous to Intermediate 19, substituting 2-ethoxy-naphthalene-1-carboxylic acid for biphenyl-2-carboxylic acid. MS (ESI) mass calcd. for C18H20N2O2, 296.37; m/z found, 297.2 [M+H]+. Starting materials: CN(C)C(=[N+](C)C)ON1C2=C(C=CC=C2)N=N1.[B-](F)(F)(F)F (TBTU), C(C)(C)(C)OC(=O)NC1(CCOCC1)C(=O)O (4-(tert-Butoxycarbonylamino)tetrahydro-2H-pyran-4-carboxylic acid), N[C@H](C(=O)N)CC1=CC=C(C=C1)I ((S)-2-Amino-3-(4-iodophenyl)propanamide), C(C)N(C(C)C)C(C)C (N-ethyl-N-isopropylpropan-2-amine). The solvent is CN(C)C=O (DMF). Run at time 2 day. The product is NC([C@H](CC1=CC=C(C=C1)I)NC(=O)C1(CCOCC1)NC(OC(C)(C)C)=O)=O ((S)-tert-Butyl 4-(1-amino-3-(4-iodophenyl)-1-oxopropan-2-ylcarbamoyl)tetrahydro-2H-pyran-4-ylcarbamate). Isolated yield 118.4%. Reaction SMILES: [C:1]([O:5][C:6]([NH:8][C:9]1([C:15]([OH:17])=O)[CH2:14][CH2:13][O:12][CH2:11][CH2:10]1)=[O:7])([CH3:4])([CH3:3])[CH3:2].[NH2:18][C@@H:19]([CH2:23][C:24]1[CH:29]=[CH:28][C:27]([I:30])=[CH:26][CH:25]=1)[C:20]([NH2:22])=[O:21].C(N(C(C)C)C(C)C)C.CN(C(ON1N=NC2C=CC=CC1=2)=[N+](C)C)C.[B-](F)(F)(F)F>CN(C=O)C>[NH2:22][C:20](=[O:21])[C@@H:19]([NH:18][C:15]([C:9]1([NH:8][C:6](=[O:7])[O:5][C:1]([CH3:2])([CH3:3])[CH3:4])[CH2:10][CH2:11][O:12][CH2:13][CH2:14]1)=[O:17])[CH2:23][C:24]1[CH:29]=[CH:28][C:27]([I:30])=[CH:26][CH:25]=1 |f:3.4|. Procedure: 4-(tert-Butoxycarbonylamino)tetrahydro-2H-pyran-4-carboxylic acid (0.801 g), (S)-2-amino-3-(4-iodophenyl)propanamide (Example 1, step (ii), 0.947 g) and N-ethyl-N-isopropylpropan-2-amine (1.422 mL) were dissolved in DMF (10 mL) and to the solution was added TBTU (1.573 g). The reaction mixture was stirred, at room temperature, for 2 days. The reaction mixture was evaporated to dryness dissolved in dichloromethane (20 mL) and evaporated onto silica. The silica was put on the top of a silica colum... Reactants: [Si](C)(C)(C(C)(C)C)OC(CCCCC=C)C1=CC2=CC=CC=C2C=C1 (O-(t-Butyldimethylsilyl)-1-(2-naphthyl)-6-heptenol), I(=O)(=O)(=O)[O-].[Na+] (sodium periodate), O (water), C([O-])(O)=O.[Na+] (sodium bicarbonate). Reagents/catalysts: [Os](=O)(=O)(=O)=O (osmium tetroxide). The solvent is C(C)(C)(C)O (t-butyl alcohol). Reaction conditions: time 30 minute. The product is [Si](C)(C)(C(C)(C)C)OC(CCCCC=O)C1=CC2=CC=CC=C2C=C1 (6-t-Butyldimethylsilyloxy-6-(2-naphthyl)hexanal). Yield: 91.0%. As a reaction SMILES: [Si:1]([O:8][CH:9]([C:16]1[CH:25]=[CH:24][C:23]2[C:18](=[CH:19][CH:20]=[CH:21][CH:22]=2)[CH:17]=1)[CH2:10][CH2:11][CH2:12][CH2:13][CH:14]=C)([C:4]([CH3:7])([CH3:6])[CH3:5])([CH3:3])[CH3:2].O.C(=O)(O)[O-:28].[Na+].I([O-])(=O)(=O)=O.[Na+]>C(O)(C)(C)C.[Os](=O)(=O)(=O)=O>[Si:1]([O:8][CH:9]([C:16]1[CH:25]=[CH:24][C:23]2[C:18](=[CH:19][CH:20]=[CH:21][CH:22]=2)[CH:17]=1)[CH2:10][CH2:11][CH2:12][CH2:13][CH:14]=[O:28])([C:4]([CH3:7])([CH3:6])[CH3:5])([CH3:3])[CH3:2] |f:2.3,4.5|. Procedure details: To a solution of alkene 182 (1.05 g, 3.23 mmol) in t-butyl alcohol (50 mL) were successively added water (10 mL), solid sodium bicarbonate (2.71 g, 32.3 mmol), sodium periodate (4.15 g, 19.38 mmol), and osmium tetroxide (8 mg, 0.032 mmol). The mixture turned light brown and a precipitate formed in large amount, making magnetic stirring impossible so the mixture was shaken by hand every 10 minutes for 3.5 hours and the brownish color almost disappeared. The reaction was quenched with a 10% aqueou...